This data is from the Open Reaction Database (ORD), a public repository of structured organic reaction records. The task is: describe an organic reaction: reactants, conditions, products, and yield Starting materials: Cc1cc2nc(CN(CCCCN3C(=O)c4ccccc4C3=O)C3CCCc4cccnc43)[nH]c2cc1C, CCO, CCOCC, NN, O. Product: Cc1cc2nc(CN(CCCCN)C3CCCc4cccnc43)[nH]c2cc1C. Reaction SMILES: [CH3:1][c:2]1[cH:3][c:4]2[c:5]([nH:6][c:7]([CH2:9][N:10]([CH2:11][CH2:12][CH2:13][CH2:14][N:15]3[C:16](=[O:17])[c:18]4[c:19]([cH:20][cH:21][cH:22][cH:23]4)[C:24]3=[O:25])[CH:26]3[CH2:27][CH2:28][CH2:29][c:30]4[cH:31][cH:32][cH:33][n:34][c:35]43)[n:8]2)[cH:36][c:37]1[CH3:38].[CH3:42][CH2:43][OH:44].[CH3:45][CH2:46][O:47][CH2:48][CH3:49].[NH2:40][NH2:41].[OH2:39]>>[CH3:1][c:2]1[cH:3][c:4]2[c:5]([n:6][c:7]([CH2:9][N:10]([CH2:11][CH2:12][CH2:13][CH2:14][NH2:15])[CH:26]3[CH2:27][CH2:28][CH2:29][c:30]4[cH:31][cH:32][cH:33][n:34][c:35]43)[nH:8]2)[cH:36][c:37]1[CH3:38]. Reactants: Brc1cccc2cccnc12, CC(=O)O, O=C1CCC(=O)N1I. Yields the product Brc1cccc2cc(I)cnc12. RXN SMILES: [Br:1][c:2]1[cH:3][cH:4][cH:5][c:6]2[cH:7][cH:8][cH:9][n:10][c:11]12.[CH3:20][C:21](=[O:22])[OH:23].[I:12][N:13]1[C:14](=[O:15])[CH2:16][CH2:17][C:18]1=[O:19]>>[Br:1][c:2]1[cH:3][cH:4][cH:5][c:6]2[cH:7][c:8]([I:12])[cH:9][n:10][c:11]12. Starting materials: COc1cc(C(=O)Cl)cc(OC)c1OC, O=C1CC(CCCOC2CCCCO2)(c2ccc(Cl)c(Cl)c2)CN1. The product is COc1cc(C(=O)N2CC(CCCOC3CCCCO3)(c3ccc(Cl)c(Cl)c3)CC2=O)cc(OC)c1OC. Reaction SMILES: [CH3:25][O:26][c:27]1[cH:28][c:29]([C:30](=[O:31])[Cl:32])[cH:33][c:34]([O:38][CH3:39])[c:35]1[O:36][CH3:37].[Cl:1][c:2]1[cH:3][c:4]([C:9]2([CH2:15][CH2:16][CH2:17][O:18][CH:19]3[O:20][CH2:21][CH2:22][CH2:23][CH2:24]3)[CH2:10][C:11](=[O:14])[NH:12][CH2:13]2)[cH:5][cH:6][c:7]1[Cl:8]>>[Cl:1][c:2]1[cH:3][c:4]([C:9]2([CH2:15][CH2:16][CH2:17][O:18][CH:19]3[O:20][CH2:21][CH2:22][CH2:23][CH2:24]3)[CH2:10][C:11](=[O:14])[N:12]([C:30]([c:29]3[cH:28][c:27]([O:26][CH3:25])[c:35]([O:36][CH3:37])[c:34]([O:38][CH3:39])[cH:33]3)=[O:31])[CH2:13]2)[cH:5][cH:6][c:7]1[Cl:8]. The reactants are aldehyde, ClC1CCOCC1 (4-chlorotetrahydropyran), [Mg] (magnesium), II (iodine), FC(C=1C=C(CN(C=2N=NN(N2)C)CC2=C(C=O)C=CC(=C2)C(F)(F)F)C=C(C1)C(F)(F)F)(F)F (2-{[(3,5-Bis-trifluoromethyl-benzyl)-(2-methyl-2H-tetrazol-5-yl)-amino]-methyl}-4-trifluoromethyl-benzaldehyde), C[Si](C)(C)Cl (trimethylsilyl chloride). Reagents/catalysts: C[Mg]Br (methylmagnesium bromide). Solvent: C1CCOC1 (THF), C1CCOC1 (THF), C1CCOC1 (THF), C1CCOC1 (THF). Run at temperature 65 celsius, time 1.5 hour. Yields the product FC(C=1C=C(CN(C=2N=NN(N2)C)CC2=C(C=CC(=C2)C(F)(F)F)C(O)C2CCOCC2)C=C(C1)C(F)(F)F)(F)F ((2-{[(3,5-bis-trifluoromethyl-benzyl)-(2-methyl-2H-tetrazol-5-yl)-amino]-methyl}-4-trifluoromethyl-phenyl)-(tetrahydro-pyran-4-yl)-methanol). Yield: 52.0%. RXN SMILES: [Mg].II.Cl[CH:5]1[CH2:10][CH2:9][O:8][CH2:7][CH2:6]1.[F:11][C:12]([F:45])([F:44])[C:13]1[CH:14]=[C:15]([CH:37]=[C:38]([C:40]([F:43])([F:42])[F:41])[CH:39]=1)[CH2:16][N:17]([CH2:24][C:25]1[CH:32]=[C:31]([C:33]([F:36])([F:35])[F:34])[CH:30]=[CH:29][C:26]=1[CH:27]=[O:28])[C:18]1[N:19]=[N:20][N:21]([CH3:23])[N:22]=1.C[Si](Cl)(C)C>C1COCC1.C[Mg]Br>[F:45][C:12]([F:11])([F:44])[C:13]1[CH:14]=[C:15]([CH:37]=[C:38]([C:40]([F:41])([F:42])[F:43])[CH:39]=1)[CH2:16][N:17]([CH2:24][C:25]1[CH:32]=[C:31]([C:33]([F:36])([F:35])[F:34])[CH:30]=[CH:29][C:26]=1[CH:27]([CH:5]1[CH2:10][CH2:9][O:8][CH2:7][CH2:6]1)[OH:28])[C:18]1[N:19]=[N:20][N:21]([CH3:23])[N:22]=1. Procedure: To a suspension of magnesium in THF was added iodine followed by 4-chlorotetrahydropyran in THF at 65° C. Small amount of methylmagnesium bromide (3 drops) was added to initiate the reaction. The mixture was stirred at 65° C. for 1.5 hours, cooled to room temperature. 2-{[(3,5-Bis-trifluoromethyl-benzyl)-(2-methyl-2H-tetrazol-5-yl)-amino]-methyl}-4-trifluoromethyl-benzaldehyde in THF was treated with trimethylsilyl chloride and stirred at room temperature for 1 hour. The Grignard was then added ... The reactants are CCS, Oc1ccccc1, OCc1ccc(O)cc1. The product is CCSCc1ccc(O)cc1. RXN SMILES: [CH2:10]([CH3:11])[SH:12].[OH:13][c:14]1[cH:15][cH:16][cH:17][cH:18][cH:19]1.[OH:1][CH2:2][c:3]1[cH:4][cH:5][c:6]([OH:9])[cH:7][cH:8]1>>[CH2:2]([c:3]1[cH:4][cH:5][c:6]([OH:9])[cH:7][cH:8]1)[S:12][CH2:10][CH3:11]. Starting materials: C=O (formaldehyde), [C@@H]12OC[C@@H](NC1)C2 ((1S,4S)-2-oxa-5-azabicyclo[2.2.1]heptane), C[Si](C)(C)N=[N+]=[N-] (trimethylsilylazide), [N+](#[C-])C1=CC(=C(C#N)C=C1)C(F)(F)F (4-isocyano-2-(trifluoromethyl)benzonitrile). Run in CO (methanol). Reaction conditions: time 18 hour. The product is [C@@H]12OC[C@@H](N(C1)CC1=NN=NN1C1=CC(=C(C#N)C=C1)C(F)(F)F)C2 (4-{5-[(1S,4S)-2-Oxa-5-azabicyclo[2.2.1]hept-5-ylmethyl]-1H-tetrazol-1-yl}-2-(trifluoromethyl)benzonitrile). As a reaction SMILES: [CH2:1]=O.[C@H:3]12[CH2:9][C@H:6]([NH:7][CH2:8]1)[CH2:5][O:4]2.C[Si]([N:14]=[N+:15]=[N-:16])(C)C.[N+:17]([C:19]1[CH:26]=[CH:25][C:22]([C:23]#[N:24])=[C:21]([C:27]([F:30])([F:29])[F:28])[CH:20]=1)#[C-:18]>CO>[C@H:3]12[CH2:9][C@H:6]([N:7]([CH2:1][C:18]3[N:17]([C:19]4[CH:26]=[CH:25][C:22]([C:23]#[N:24])=[C:21]([C:27]([F:28])([F:29])[F:30])[CH:20]=4)[N:16]=[N:15][N:14]=3)[CH2:8]1)[CH2:5][O:4]2. Procedure details: To a solution of formaldehyde (37% in water) (0.076 ml, 1.02 mmol) in methanol (4 ml) was added (1S,4S)-2-oxa-5-azabicyclo[2.2.1]heptane (101 mg, 1.02 mmol, commercially available for example from InterChim, Montlucon, France). The reaction mixture was stirred at room temperature for 2 hours before the addition of trimethylsilylazide (0.135 ml, 1.02 mmol) and 4-isocyano-2-(trifluoromethyl)benzonitrile (200 mg, 1.020 mmol, commercially available, for example from Priaxon, Munich, Germany). The re... The reactants are C(C1=CC=CC=C1)OC=1C=CC(=NC1)CC(C(=O)NC1=CC=C(C=C1)CCCC(=O)NO)NC(OC(C)(C)C)=O (t-Butyl 3-(5-(benzyloxy)pyridin-2-yl)-1-(4-(4-(hydroxyamino)-4-oxobutyl)-phenylamino)-1-oxopropan-2-ylcarbamate). Procedure details: t-Butyl 3-(5-(benzyloxy)pyridin-2-yl)-1-(4-(4-(hydroxyamino)-4-oxobutyl)-phenylamino)-1-oxopropan-2-ylcarbamate (0.1 g, 0.19 mmol) was dissolved in DCM/TFA (v/v=1:1) (30 mL), and stirred at room temperature for 4 h (monitored by TLC). The solution was evaporated in vacuo to give Compound 5 (0.062 g, 61%). mp>300° C.; NMR (400 MHz in CDCl3, Bruker AVANCE-400): δ 1.75 (m, 2H, CH2), 1.95 (t, 2H, CH2, J=7.37 Hz), 2.52 (t, 2H, CH2, J=7.55 Hz), 3.16 (m, 2H, CH2), 4.30 (m, 1H, CH), 5.16 (s, 2H, OBn), 7... Yields the product NC(C(=O)NC1=CC=C(C=C1)CCCC(=O)NO)CC1=NC=C(C=C1)OCC1=CC=CC=C1 (4-(4-(2-amino-3-(5-(benzyloxy)pyridin-2-yl)propanamido) phenyl)-N-hydroxybutanamide). Run in C(Cl)Cl.C(=O)(C(F)(F)F)O (DCM TFA). Reaction SMILES: [CH2:1]([O:8][C:9]1[CH:10]=[CH:11][C:12]([CH2:15][CH:16]([NH:33]C(=O)OC(C)(C)C)[C:17]([NH:19][C:20]2[CH:25]=[CH:24][C:23]([CH2:26][CH2:27][CH2:28][C:29]([NH:31][OH:32])=[O:30])=[CH:22][CH:21]=2)=[O:18])=[N:13][CH:14]=1)[C:2]1[CH:7]=[CH:6][CH:5]=[CH:4][CH:3]=1>C(Cl)Cl.C(O)(C(F)(F)F)=O>[NH2:33][CH:16]([CH2:15][C:12]1[CH:11]=[CH:10][C:9]([O:8][CH2:1][C:2]2[CH:3]=[CH:4][CH:5]=[CH:6][CH:7]=2)=[CH:14][N:13]=1)[C:17]([NH:19][C:20]1[CH:25]=[CH:24][C:23]([CH2:26][CH2:27][CH2:28][C:29]([NH:31][OH:32])=[O:30])=[CH:22][CH:21]=1)=[O:18] |f:1.2|. The yield is 72.8%. Run at time 4 hour.